The task is: describe an organic reaction: reactants, conditions, products, and yield. This data is from the Open Reaction Database (ORD), a public repository of structured organic reaction records. Starting materials: NC1=C(C=CC=C1OC1=C(C(=CC=C1)Cl)Cl)CC(=O)OCC (ethyl 2-[2-amino-3-(2,3-dichlorophenoxy)phenyl]acetate), [OH-].[Na+] (sodium hydroxide), O (water), resultant residue. Solvent: C1=CC=CC=C1 (benzene). The product is NC1=C(C=CC=C1OC1=C(C(=CC=C1)Cl)Cl)CC(=O)O (2-[2-amino-3-(2,3-dichlorophenoxy)phenyl]acetic acid). The yield is 78.1%. As a reaction SMILES: [NH2:1][C:2]1[C:7]([O:8][C:9]2[CH:14]=[CH:13][CH:12]=[C:11]([Cl:15])[C:10]=2[Cl:16])=[CH:6][CH:5]=[CH:4][C:3]=1[CH2:17][C:18]([O:20]CC)=[O:19].[OH-].[Na+].O>C1C=CC=CC=1>[NH2:1][C:2]1[C:7]([O:8][C:9]2[CH:14]=[CH:13][CH:12]=[C:11]([Cl:15])[C:10]=2[Cl:16])=[CH:6][CH:5]=[CH:4][C:3]=1[CH2:17][C:18]([OH:20])=[O:19] |f:1.2|. Procedure: A mixture of ethyl 2-[2-amino-3-(2,3-dichlorophenoxy)phenyl]acetate (3.7 g.), sodium hydroxide (880 mg.) and water (50 ml.) was treated in a similar manner to that of Example 5-(2). The resultant residue was pulverized with benzene, and the precipitates were collected by filtration and dried to give 2-[2-amino-3-(2,3-dichlorophenoxy)phenyl]acetic acid (2.65 g.). Starting materials: COC(=O)C(C)(CNc1ccc(F)cc1)NC(=O)OC(C)(C)C, CO, Cl, [Na+], [OH-]. Product: COC(=O)C(C)(N)CNc1ccc(F)cc1. As a reaction SMILES: [CH3:1][O:2][C:3]([C:4]([CH2:5][NH:6][c:7]1[cH:8][cH:9][c:10]([F:13])[cH:11][cH:12]1)([CH3:14])[NH:15][C:16]([O:17][C:18]([CH3:19])([CH3:20])[CH3:21])=[O:22])=[O:23].[CH3:27][OH:28].[ClH:24].[Na+:26].[OH-:25]>>[CH3:1][O:2][C:3]([C:4]([CH2:5][NH:6][c:7]1[cH:8][cH:9][c:10]([F:13])[cH:11][cH:12]1)([CH3:14])[NH2:15])=[O:23]. The product is CC(C)(C(=O)NCC(F)(F)C(F)(F)F)C(=O)NC1C(=O)N(CC2CC2)c2ccccc2-c2ccccc21. The reactants are CC(C)(C(=O)O)C(=O)NCC(F)(F)C(F)(F)F, NC1C(=O)N(CC2CC2)c2ccccc2-c2ccccc21. RXN SMILES: [CH3:22][C:23]([C:24](=[O:25])[OH:26])([C:27](=[O:28])[NH:29][CH2:30][C:31]([C:32]([F:33])([F:34])[F:35])([F:36])[F:37])[CH3:38].[NH2:1][CH:2]1[c:3]2[c:4]([cH:18][cH:19][cH:20][cH:21]2)-[c:5]2[c:6]([cH:14][cH:15][cH:16][cH:17]2)[N:7]([CH2:10][CH:11]2[CH2:12][CH2:13]2)[C:8]1=[O:9]>>[NH:1]([CH:2]1[c:3]2[c:4]([cH:18][cH:19][cH:20][cH:21]2)-[c:5]2[c:6]([cH:14][cH:15][cH:16][cH:17]2)[N:7]([CH2:10][CH:11]2[CH2:12][CH2:13]2)[C:8]1=[O:9])[C:24]([C:23]([CH3:22])([C:27](=[O:28])[NH:29][CH2:30][C:31]([C:32]([F:33])([F:34])[F:35])([F:36])[F:37])[CH3:38])=[O:25]. Reactants: BrC=1C=C2C(=NC1)N(C=C2[C@H](C)C2=C(C(=CC=C2OC(F)F)F)Cl)C(=O)OC(C)(C)C (tert-butyl 5-bromo-3-{(1S)-1-[2-chloro-6-(difluoromethoxy)-3-fluorophenyl]-ethyl}-1H-pyrrolo[2,3-b]pyridine-1-carboxylate), CC1(OC[C@H](O1)CN1N=C(C(=C1C)B1OC(C(O1)(C)C)(C)C)C)C (1-{[(4R)-2,2-dimethyl-1,3-dioxolan-4-yl]methyl}-3,5-dimethyl-4-(4,4,5,5-tetramethyl-1,3,2-dioxaborolan-2-yl)-1H-pyrazole), C(=O)([O-])[O-].[K+].[K+] (K2CO3), Cl (HCl), O (H2O), O (H2O). The reagents and catalysts are C=1C=CC(=CC1)[P](C=2C=CC=CC2)(C=3C=CC=CC3)[Pd]([P](C=4C=CC=CC4)(C=5C=CC=CC5)C=6C=CC=CC6)([P](C=7C=CC=CC7)(C=8C=CC=CC8)C=9C=CC=CC9)[P](C=1C=CC=CC1)(C=1C=CC=CC1)C=1C=CC=CC1 (Pd(PPh3)4). Run in O1CCOCC1 (dioxane). Conditions: temperature 40 celsius. Product: ClC1=C(C(=CC=C1F)OC(F)F)[C@@H](C)C1=CNC2=NC=C(C=C21)C=2C(=NN(C2C)C[C@H](CO)O)C ((2R)-3-[4-(3-{(1S)-1-[2-Chloro-6-(difluoromethoxy)-3-fluorophenyl]ethyl}-1H-pyrrolo[2,3-b]pyridin-5-yl)-3,5-dimethyl-1H-pyrazol-1-yl]propane-1,2-diol). As a reaction SMILES: Br[C:2]1[CH:3]=[C:4]2[C:10]([C@@H:11]([C:13]3[C:18]([O:19][CH:20]([F:22])[F:21])=[CH:17][CH:16]=[C:15]([F:23])[C:14]=3[Cl:24])[CH3:12])=[CH:9][N:8](C(OC(C)(C)C)=O)[C:5]2=[N:6][CH:7]=1.CC1(C)[O:37][C@H:36]([CH2:38][N:39]2[C:43]([CH3:44])=[C:42](B3OC(C)(C)C(C)(C)O3)[C:41]([CH3:54])=[N:40]2)[CH2:35][O:34]1.C([O-])([O-])=O.[K+].[K+].O.Cl>C1C=CC([P]([Pd]([P](C2C=CC=CC=2)(C2C=CC=CC=2)C2C=CC=CC=2)([P](C2C=CC=CC=2)(C2C=CC=CC=2)C2C=CC=CC=2)[P](C2C=CC=CC=2)(C2C=CC=CC=2)C2C=CC=CC=2)(C2C=CC=CC=2)C2C=CC=CC=2)=CC=1.O1CCOCC1>[Cl:24][C:14]1[C:15]([F:23])=[CH:16][CH:17]=[C:18]([O:19][CH:20]([F:22])[F:21])[C:13]=1[C@H:11]([C:10]1[C:4]2[C:5](=[N:6][CH:7]=[C:2]([C:42]3[C:41]([CH3:54])=[N:40][N:39]([CH2:38][C@@H:36]([OH:37])[CH2:35][OH:34])[C:43]=3[CH3:44])[CH:3]=2)[NH:8][CH:9]=1)[CH3:12] |f:2.3.4,^1:67,69,88,107|. Procedure details: A mixture of tert-butyl 5-bromo-3-{(1S)-1-[2-chloro-6-(difluoromethoxy)-3-fluorophenyl]-ethyl}-1H-pyrrolo[2,3-b]pyridine-1-carboxylate (10.0 mg, 0.0192 mmol), 1-{[(4R)-2,2-dimethyl-1,3-dioxolan-4-yl]methyl}-3,5-dimethyl-4-(4,4,5,5-tetramethyl-1,3,2-dioxaborolan-2-yl)-1H-pyrazole (12.9 mg, 0.0385 mmol), Pd(PPh3)4 (1.1 mg, 0.00096 mmol), K2CO3 (7.98 mg, 0.00577 mmol) and 4:1 dioxane:H2O (0.7 mL, 8 mmol) was heated in a microwave reactor at 100° C. for 45 min. 12 M of HCl in H2O (0.04 mL, 0.5 mmol)... Reactants: Cl.N[C@H]1CC[C@H](CC1)NC(=O)C1=C(NC2=C1N=CN=C2C2=C(C=C(C(=C2)F)OC)OCC2CC2)C (N-(cis-4-aminocyclohexyl)-4-[2-(cyclopropylmethoxy)-5-fluoro-4-methoxyphenyl]-6-methyl-5H-pyrrolo[3,2-d]pyrimidine-7-carboxamide hydrochloride), C(C)(=O)OCC(=O)Cl (2-chloro-2-oxoethyl acetate). Yields the product C1(CC1)COC1=C(C=C(C(=C1)OC)F)C=1C2=C(N=CN1)C(=C(N2)C)C(=O)N[C@@H]2CC[C@@H](CC2)NC(CO)=O (4-[2-(Cyclopropylmethoxy)-5-fluoro-4-methoxyphenyl]-N-[cis-4-(glycoloylamino)cyclohexyl]-6-methyl-5H-pyrrolo[3,2-d]pyrimidine-7-carboxamide). As a reaction SMILES: Cl.[NH2:2][C@@H:3]1[CH2:8][CH2:7][C@H:6]([NH:9][C:10]([C:12]2[C:16]3[N:17]=[CH:18][N:19]=[C:20]([C:21]4[CH:26]=[C:25]([F:27])[C:24]([O:28][CH3:29])=[CH:23][C:22]=4[O:30][CH2:31][CH:32]4[CH2:34][CH2:33]4)[C:15]=3[NH:14][C:13]=2[CH3:35])=[O:11])[CH2:5][CH2:4]1.C([O:39][CH2:40][C:41](Cl)=[O:42])(=O)C>>[CH:32]1([CH2:31][O:30][C:22]2[CH:23]=[C:24]([O:28][CH3:29])[C:25]([F:27])=[CH:26][C:21]=2[C:20]2[C:15]3[NH:14][C:13]([CH3:35])=[C:12]([C:10]([NH:9][C@H:6]4[CH2:7][CH2:8][C@@H:3]([NH:2][C:40](=[O:39])[CH2:41][OH:42])[CH2:4][CH2:5]4)=[O:11])[C:16]=3[N:17]=[CH:18][N:19]=2)[CH2:34][CH2:33]1 |f:0.1|. Procedure: Starting from N-(cis-4-aminocyclohexyl)-4-[2-(cyclopropylmethoxy)-5-fluoro-4-methoxyphenyl]-6-methyl-5H-pyrrolo[3,2-d]pyrimidine-7-carboxamide hydrochloride (example D.f46) and commercially available 2-chloro-2-oxoethyl acetate the title compound is obtained as colorless solid. Reactants: OCCCO, N#Cc1ccc(Cl)nc1, [H-], [Na+], CN(C)C=O, O. The product is N#Cc1ccc(OCCCO)nc1. RXN SMILES: [CH2:3]([CH2:4][CH2:5][OH:6])[OH:7].[Cl:8][c:9]1[n:10][cH:11][c:12]([C:13]#[N:14])[cH:15][cH:16]1.[H-:1].[Na+:2].[O:18]=[CH:19][N:20]([CH3:21])[CH3:22].[OH2:17]>>[CH2:3]([CH2:4][CH2:5][OH:6])[O:7][c:9]1[n:10][cH:11][c:12]([C:13]#[N:14])[cH:15][cH:16]1. Starting materials: CCO, CC(C)Nc1ccc(C(=O)c2ccc(F)cc2)cc1[N+](=O)[O-], [H][H]. The product is CC(C)Nc1ccc(C(=O)c2ccc(F)cc2)cc1N. Reaction SMILES: [CH3:25][CH2:26][OH:27].[F:1][c:2]1[cH:3][cH:4][c:5]([C:8](=[O:9])[c:10]2[cH:11][c:12]([N+:20]([O-:21])=[O:22])[c:13]([NH:16][CH:17]([CH3:18])[CH3:19])[cH:14][cH:15]2)[cH:6][cH:7]1.[H:23][H:24]>>[F:1][c:2]1[cH:3][cH:4][c:5]([C:8](=[O:9])[c:10]2[cH:11][c:12]([NH2:20])[c:13]([NH:16][CH:17]([CH3:18])[CH3:19])[cH:14][cH:15]2)[cH:6][cH:7]1. Reactants: CN1C(=NC(C2=C1C=CS2)=O)C2=CC=CC=C2 (1-Methyl-2-phenyl-1H-thieno(3,2-d)pyrimidine-4-one), COC=1C=CC(=CC1)P2(=S)SP(=S)(S2)C=3C=CC(=CC3)OC (Lawesson's reagent). Solvent: C1(=CC=CC=C1)C (toluene). Conditions: time 3 hour. The product is CN1C(=NC(C2=C1C=CS2)=S)C2=CC=CC=C2 (1-Methyl-2-phenyl-1H-thieno[3,2-d]pyrimidine-4-thione). As a reaction SMILES: [CH3:1][N:2]1[C:7]2[CH:8]=[CH:9][S:10][C:6]=2[C:5](=O)[N:4]=[C:3]1[C:12]1[CH:17]=[CH:16][CH:15]=[CH:14][CH:13]=1.COC1C=CC(P2(SP(C3C=CC(OC)=CC=3)(=S)S2)=[S:27])=CC=1>C1(C)C=CC=CC=1>[CH3:1][N:2]1[C:7]2[CH:8]=[CH:9][S:10][C:6]=2[C:5](=[S:27])[N:4]=[C:3]1[C:12]1[CH:17]=[CH:16][CH:15]=[CH:14][CH:13]=1. Procedure details: 2.10 g (8.67 mmol) 1-Methyl-2-phenyl-1H-thieno(3,2-d)pyrimidine-4-one and 3.51 g (8.67 mmol) Lawesson's reagent (C14H14O2P2S4, Fluka) were dissolved in 40 ml toluene. The reaction mixture was boiled for 3 h. After evaporation the residue was further purified by column chromatography with silica, eluent dichloromethane/acetone 95/5. The reactants are C(#N)[BH3-].[Na+] (sodium cyanoborohydride), C1(CC1)COC1=CC=C(C(=O)N(C)[C@@H]2CC3=CC=C(C=C3CC2)C=O)C=C1 (4-cyclopropylmethoxy-N—((S)-6-formyl-1,2,3,4-tetrahydronaphthalen-2-yl)-N-methylbenzamide), C1CCOC1 (THF), O1CCC(CC1)CN (C-(tetrahydropyran-4-yl)methylamine). The solvent is C(C)(=O)O (acetic acid). Reaction conditions: time 12 hour. Product: C1(CC1)COC1=CC=C(C(=O)N([C@@H]2CC3=CC=C(C=C3CC2)CNCC2CCOCC2)C)C=C1 (4-Cyclopropylmethoxy-N-methyl-N—((S)-6-{[(tetrahydropyran-4-ylmethyl)amino]methyl}-1,2,3,4-tetrahydronaphthalen-2-yl)benzamide). Reaction SMILES: [CH:1]1([CH2:4][O:5][C:6]2[CH:27]=[CH:26][C:9]([C:10]([N:12]([C@H:14]3[CH2:23][CH2:22][C:21]4[C:16](=[CH:17][CH:18]=[C:19]([CH:24]=O)[CH:20]=4)[CH2:15]3)[CH3:13])=[O:11])=[CH:8][CH:7]=2)[CH2:3][CH2:2]1.C1COCC1.[O:33]1[CH2:38][CH2:37][CH:36]([CH2:39][NH2:40])[CH2:35][CH2:34]1.C([BH3-])#N.[Na+]>C(O)(=O)C>[CH:1]1([CH2:4][O:5][C:6]2[CH:27]=[CH:26][C:9]([C:10]([N:12]([CH3:13])[C@H:14]3[CH2:23][CH2:22][C:21]4[C:16](=[CH:17][CH:18]=[C:19]([CH2:24][NH:40][CH2:39][CH:36]5[CH2:37][CH2:38][O:33][CH2:34][CH2:35]5)[CH:20]=4)[CH2:15]3)=[O:11])=[CH:8][CH:7]=2)[CH2:3][CH2:2]1 |f:3.4|. Procedure details: To a mixture of 4-cyclopropylmethoxy-N—((S)-6-formyl-1,2,3,4-tetrahydronaphthalen-2-yl)-N-methylbenzamide (0.20 g), THF (5 ml), C-(tetrahydropyran-4-yl)methylamine (63 mg) and acetic acid (33 mg) was added polymer-bound sodium cyanoborohydride (0.55 mmol), and the suspension was shaken at room temperature for 12 hours. The polymer was filtered off with suction and the filtrate was concentrated. The residue was purified by preparative HPLC. The product was thus obtained with the monoisotopic mole...